Dataset: the Open Reaction Database (ORD), a public repository of structured organic reaction records. Task: describe an organic reaction: reactants, conditions, products, and yield Reactants: O=C(n1ccnc1)n1ccnc1, C1CCOC1, O, NCCCCn1ccnc1, O=C(O)c1cc2ccccc2[nH]1. The product is O=C(NCCCCn1ccnc1)c1cc2ccccc2[nH]1. Reaction SMILES: [C:13]([n:14]1[cH:15][cH:16][n:17][cH:18]1)([n:19]1[cH:20][cH:21][n:22][cH:23]1)=[O:24].[O:36]1[CH2:37][CH2:38][CH2:39][CH2:40]1.[OH2:35].[n:25]1([CH2:30][CH2:31][CH2:32][CH2:33][NH2:34])[cH:26][n:27][cH:28][cH:29]1.[nH:1]1[c:2]([C:10](=[O:11])[OH:12])[cH:3][c:4]2[cH:5][cH:6][cH:7][cH:8][c:9]12>>[nH:1]1[c:2]([C:10](=[O:12])[NH:34][CH2:33][CH2:32][CH2:31][CH2:30][n:25]2[cH:26][n:27][cH:28][cH:29]2)[cH:3][c:4]2[cH:5][cH:6][cH:7][cH:8][c:9]12.